Dataset: the Open Reaction Database (ORD), a public repository of structured organic reaction records. Task: describe an organic reaction: reactants, conditions, products, and yield Reactants: ClCCC1OC2=C(C(N(C1)C)=S)C=CN=C2 (2-(2-chloroethyl)-2,3-dihydro-4-methylpyrido[4,3-f][1,4]-oxazepine-5(4H)-thione), CNC (dimethylamine), steel. The solvent is C(C)O (ethyl alcohol). Yields the product Cl.CN(CCC1OC2=C(C(N(C1)C)=S)C=CN=C2)C (2-[2-(Dimethylamino)ethyl]-2,3-dihydro-4-methylpyrido[4,3-f][1,4]-oxazepine-5(4H)-thione hydrochloride). As a reaction SMILES: [Cl:1][CH2:2][CH2:3][CH:4]1[CH2:10][N:9]([CH3:11])[C:8](=[S:12])[C:7]2[CH:13]=[CH:14][N:15]=[CH:16][C:6]=2[O:5]1.[CH3:17][NH:18][CH3:19]>C(O)C>[ClH:1].[CH3:17][N:18]([CH3:19])[CH2:2][CH2:3][CH:4]1[CH2:10][N:9]([CH3:11])[C:8](=[S:12])[C:7]2[CH:13]=[CH:14][N:15]=[CH:16][C:6]=2[O:5]1 |f:3.4|. Procedure details: To a solution of 0.5 g (0.002 mole) of 2-(2-chloroethyl)-2,3-dihydro-4-methylpyrido[4,3-f][1,4]-oxazepine-5(4H)-thione in 20 ml of ethyl alcohol was added 2 ml of 40% aqueous dimethylamine. The mixture was heated in a steel bomb to 100° C. for 14 hr. The resulting solution was filtered and concentrated. The residue was dissolved in isopropyl alcohol and a few drops of ethereal hydrogen chloride were added. The hydrochloride salt crystals were recrystallized by dissolving in ethyl alcohol and boi...